This data is from the Open Reaction Database (ORD), a public repository of structured organic reaction records. The task is: describe an organic reaction: reactants, conditions, products, and yield Starting materials: O=C1NNC(N1CCC(=O)O)=O (3,5-dioxo-1,2,4-triazolidine-4-propionic acid), C(C=CC=CC)(=O)O (hexa-2,4-dienoic acid). The solvent is C(C)#N (acetonitrile). Yields the product C(=O)(O)C1N2N(C(C=C1)C)C(N(C2=O)CCC(=O)O)=O (5-carboxy-2,3,5,8-tetrahydro-8-methyl-1,3-dioxo-1H-1,2,4-triazolo[1,2-a]pyridazine-2-propionic acid). Isolated yield 76.0%. Reaction SMILES: [O:1]=[C:2]1[N:6]([CH2:7][CH2:8][C:9]([OH:11])=[O:10])[C:5](=[O:12])[NH:4][NH:3]1.[C:13]([OH:20])(=[O:19])[CH:14]=[CH:15][CH:16]=[CH:17][CH3:18]>C(#N)C>[C:13]([CH:14]1[CH:15]=[CH:16][CH:17]([CH3:18])[N:4]2[C:5](=[O:12])[N:6]([CH2:7][CH2:8][C:9]([OH:11])=[O:10])[C:2](=[O:1])[N:3]12)([OH:20])=[O:19]. Procedure: In a manner analogous to that described in Example 1(D), from 3,5-dioxo-1,2,4-triazolidine-4-propionic acid, prepared as described in Example 2(C) and hexa-2,4-dienoic acid, there was obtained in 76% yield 5-carboxy-2,3,5,8-tetrahydro-8-methyl-1,3-dioxo-1H-1,2,4-triazolo[1,2-a]pyridazine-2-propionic acid of melting point 184°-186° C. (from acetonitrile). Reactants: CC(C)C[Al+]CC(C)C, CCOC(=O)CP(=O)(OCC)OCC, N#Cc1ccc(OCC(F)(F)C(F)F)cc1, O=Cc1ccc(OCC(F)(F)C(F)F)cc1, [H-]. Yields the product CCOC(=O)C=Cc1ccc(OCC(F)(F)C(F)F)cc1. RXN SMILES: [CH2:18]([Al+:19][CH2:20][CH:21]([CH3:22])[CH3:23])[CH:24]([CH3:25])[CH3:26].[CH2:43]([O:44][P:45]([O:46][CH2:47][CH3:48])(=[O:49])[CH2:51][C:52](=[O:53])[O:54][CH2:55][CH3:56])[CH3:50].[F:1][C:2]([CH2:3][O:4][c:5]1[cH:6][cH:7][c:8]([C:9]#[N:10])[cH:11][cH:12]1)([CH:13]([F:14])[F:15])[F:16].[F:27][C:28]([F:29])([CH:30]([F:31])[F:32])[CH2:33][O:34][c:35]1[cH:36][cH:37][c:38]([CH:39]=[O:40])[cH:41][cH:42]1.[H-:17]>>[F:1][C:2]([CH2:3][O:4][c:5]1[cH:6][cH:7][c:8]([CH:9]=[CH:51][C:52](=[O:53])[O:54][CH2:55][CH3:56])[cH:11][cH:12]1)([CH:13]([F:14])[F:15])[F:16]. Starting materials: ClC1=CC(=C(C=C1C)B(O)O)OC ((4-chloro-2-methoxy-5-methylphenyl)boronic acid), B(Br)(Br)Br (BBr3). Solvent: C(Cl)Cl (DCM). Conditions: temperature 0 celsius, time 2 hour. Product: ClC1=CC(=C(C=C1C)B(O)O)O ((4-Chloro-2-hydroxy-5-methylphenyl) boronic acid). Isolated yield 97.0%. Reaction SMILES: [Cl:1][C:2]1[C:7]([CH3:8])=[CH:6][C:5]([B:9]([OH:11])[OH:10])=[C:4]([O:12]C)[CH:3]=1.B(Br)(Br)Br>C(Cl)Cl>[Cl:1][C:2]1[C:7]([CH3:8])=[CH:6][C:5]([B:9]([OH:10])[OH:11])=[C:4]([OH:12])[CH:3]=1. Procedure details: A mixture of (4-chloro-2-methoxy-5-methylphenyl)boronic acid (100 mg, 0.499 mmol) in DCM (2 mL) was cooled to 0° C. and BBr3 (0.142 mL, 1.497 mmol) was added. The mixture was then stirred at rt for 2 h. It was then poured into ice and extracted with EtOAc. The organic layer was dried over MgSO4, filtered and concentrated to obtain 150 mg (97% yield, 60% pure) of the desired product as a brown solid. 1H NMR (400 MHz, CDCl3) δ 7.59 (br. s., 1H), 7.11 (br. s., 1H), 4.30-4.11 (m, 1H), 4.01 (br. s., ... Reactants: COC(C1=CC=C(C=C1)OCCCNC(=S)NC1=C(C=CC=C1)N)=O (4-[3-[3-(2-aminophenyl)thioureido]propoxy]benzoic acid methyl ester), [S] (sulfur). Run in CCO (EtOH). Yields the product COC(C1=CC=C(C=C1)OCCCNC1=NC2=C(N1)C=CC=C2)=O (4-[3-[N-(1H-Benzimidazol-2-yl)amino]propoxy]benzoic acid methyl ester). RXN SMILES: [CH3:1][O:2][C:3](=[O:25])[C:4]1[CH:9]=[CH:8][C:7]([O:10][CH2:11][CH2:12][CH2:13][NH:14][C:15]([NH:17][C:18]2[CH:23]=[CH:22][CH:21]=[CH:20][C:19]=2[NH2:24])=S)=[CH:6][CH:5]=1.[S]>CCO>[CH3:1][O:2][C:3](=[O:25])[C:4]1[CH:9]=[CH:8][C:7]([O:10][CH2:11][CH2:12][CH2:13][NH:14][C:15]2[NH:24][C:19]3[CH:20]=[CH:21][CH:22]=[CH:23][C:18]=3[N:17]=2)=[CH:6][CH:5]=1 |^3:25|. Procedure: A mixture of 36-4 (2.5 g, 7.0 mmol), HgO (3.0 g, 13.9 mmol), sulfur (42 mg) and EtOH (50 mL) was refluxed for 2.5 h. Filtration and concentration gave a brown gum which was purified by flash chromatography (silica, 9:1 CH2Cl2 /CH3OH) to provide 36-5 as a tan solid. Starting materials: C=1C=CC2=C(C1)N=NN2O (HOBT), C1(CC1)CCN (2-cyclopropylethanamine), CCN(C(C)C)C(C)C (Hunig's base), CCN=C=NCCCN(C)C (EDCI), C(#N)C1=CC=C(C=C1)C=1C=NN(C1O)C1=NC=C(C(=O)O)C=C1 (6-(4-(4-cyanophenyl)-5-hydroxy-1H-pyrazol-1-yl)nicotinic acid), Cl (HCl). Run in CO (MeOH), O (water), CN(C)C=O (DMF). Conditions: time 14 hour. The product is C(#N)C1=CC=C(C=C1)C=1C=NN(C1O)C1=NC=C(C(=O)NCCC2CC2)C=C1 (6-(4-(4-cyanophenyl)-5-hydroxy-1H-pyrazol-1-yl)-N-(2-cyclopropylethyl)nicotinamide). Reaction SMILES: [CH:1]1[CH:2]=[CH:3][C:4]2N(O)N=[N:7][C:5]=2C=1.CCN=C=NCCCN(C)C.[C:22]([C:24]1[CH:29]=[CH:28][C:27]([C:30]2[CH:31]=[N:32][N:33]([C:36]3[CH:44]=[CH:43][C:39]([C:40]([OH:42])=O)=[CH:38][N:37]=3)[C:34]=2[OH:35])=[CH:26][CH:25]=1)#[N:23].CCN(C(C)C)C(C)C.C1(CCN)CC1.Cl>CN(C=O)C.CO.O>[C:22]([C:24]1[CH:29]=[CH:28][C:27]([C:30]2[CH:31]=[N:32][N:33]([C:36]3[CH:44]=[CH:43][C:39]([C:40]([NH:7][CH2:5][CH2:4][CH:3]4[CH2:2][CH2:1]4)=[O:42])=[CH:38][N:37]=3)[C:34]=2[OH:35])=[CH:26][CH:25]=1)#[N:23]. Reported procedure: Combined HOBT (66.2 mg, 0.490 mmol) and EDCI (94 mg, 0.490 mmol), a solution 6-(4-(4-cyanophenyl)-5-hydroxy-1H-pyrazol-1-yl)nicotinic acid (100 mg, 0.327 mmol, in DMF (1 mL)) and Hunig's base (169 mg, 1.306 mmol) in DMF (1 mL). Then 2-cyclopropylethanamine (41.7 mg, 0.490 mmol) was added and the reaction was stirred at ambient temperature for 14 h. The reaction mixture was diluted with MeOH (2 mL) and water (3 mL) and acidified to pH 4 using 1 N HCl to give a solid which were collected by filtra...